This data is from the Open Reaction Database (ORD), a public repository of structured organic reaction records. The task is: describe an organic reaction: reactants, conditions, products, and yield The reactants are O(C1=CC=CC=C1)C1=CC=C(C(=O)O)C=C1 (4-phenoxybenzoic acid), NCC=1C=C(C=CC1OC)CC(C(=O)OCC)OC(C)C (ethyl 3-[3-(aminomethyl)-4-methoxyphenyl]-2-isopropoxypropanoate). Yields the product C(C)(C)OC(C(=O)O)CC1=CC(=C(C=C1)OC)CNC(C1=CC=C(C=C1)C1=CC=CC=C1)=O (2-isopropoxy-3-(4-methoxy-3-[(4-phenylbenzoyl)amino]methylphenyl)propanoic acid). RXN SMILES: O([C:8]1[CH:16]=[CH:15][C:11]([C:12]([OH:14])=O)=[CH:10][CH:9]=1)C1C=CC=CC=1.[NH2:17][CH2:18][C:19]1[CH:20]=[C:21]([CH2:27][CH:28]([O:34][CH:35]([CH3:37])[CH3:36])[C:29]([O:31]CC)=[O:30])[CH:22]=[CH:23][C:24]=1[O:25][CH3:26]>>[CH:35]([O:34][CH:28]([CH2:27][C:21]1[CH:22]=[CH:23][C:24]([O:25][CH3:26])=[C:19]([CH2:18][NH:17][C:12](=[O:14])[C:11]2[CH:10]=[CH:9][C:8]([C:8]3[CH:16]=[CH:15][CH:11]=[CH:10][CH:9]=3)=[CH:16][CH:15]=2)[CH:20]=1)[C:29]([OH:31])=[O:30])([CH3:36])[CH3:37]. Procedure: Using 4-phenoxybenzoic acid and ethyl 3-[3-(aminomethyl)-4-methoxyphenyl]-2-isopropoxypropanoate, 2-isopropoxy-3-(4-methoxy-3-[(4-phenylbenzoyl)amino]methylphenyl)propanoic acid was obtained in the same method as in Example 19d) and then in Example 19e) Reactants: O=C(n1ccnc1)n1ccnc1, CC1CCC(N)CC1, CS(=O)(=O)O, NCc1ccc2c(c1)CN(C1CCC(=O)NC1=O)C2=O, CN(C)C=O. The product is CC1CCC(NC(=O)NCc2ccc3c(c2)CN(C2CCC(=O)NC2=O)C3=O)CC1. Reaction SMILES: [C:9](=[O:10])([n:11]1[cH:12][cH:13][n:14][cH:15]1)[n:16]1[cH:17][cH:18][n:19][cH:20]1.[CH3:1][CH:2]1[CH2:3][CH2:4][CH:5]([NH2:8])[CH2:6][CH2:7]1.[CH3:21][S:22]([OH:23])(=[O:24])=[O:25].[NH2:26][CH2:27][c:28]1[cH:29][c:30]2[c:34]([cH:35][cH:36]1)[C:33](=[O:37])[N:32]([CH:38]1[C:39](=[O:45])[NH:40][C:41](=[O:44])[CH2:42][CH2:43]1)[CH2:31]2.[O:46]=[CH:47][N:48]([CH3:49])[CH3:50]>>[CH3:1][CH:2]1[CH2:3][CH2:4][CH:5]([NH:8][C:9](=[O:10])[NH:26][CH2:27][c:28]2[cH:29][c:30]3[c:34]([cH:35][cH:36]2)[C:33](=[O:37])[N:32]([CH:38]2[C:39](=[O:45])[NH:40][C:41](=[O:44])[CH2:42][CH2:43]2)[CH2:31]3)[CH2:6][CH2:7]1.